From a dataset of the Open Reaction Database (ORD), a public repository of structured organic reaction records. describe an organic reaction: reactants, conditions, products, and yield Starting materials: O=C1Nc2cc(Br)ccc2N2CCc3cccc1c32, C#CCBr, CN(C)C=O, [H-], [Na+], O. The product is C#CCN1C(=O)c2cccc3c2N(CC3)c2ccc(Br)cc21. As a reaction SMILES: [Br:1][c:2]1[cH:3][c:4]2[c:5]([cH:18][cH:19]1)[N:6]1[c:7]3[c:8]([cH:12][cH:13][cH:14][c:15]3[CH2:16][CH2:17]1)[C:9](=[O:11])[NH:10]2.[CH2:23]([C:24]#[CH:25])[Br:26].[CH3:27][N:28]([CH3:29])[CH:30]=[O:31].[H-:20].[Na+:21].[OH2:22]>>[Br:1][c:2]1[cH:3][c:4]2[c:5]([cH:18][cH:19]1)[N:6]1[c:7]3[c:8]([cH:12][cH:13][cH:14][c:15]3[CH2:16][CH2:17]1)[C:9](=[O:11])[N:10]2[CH2:25][C:24]#[CH:23].